Dataset: the Open Reaction Database (ORD), a public repository of structured organic reaction records. Task: describe an organic reaction: reactants, conditions, products, and yield Starting materials: ClC=1C=C2C=CC(=CC2=CC1)S(=O)(=O)N1CC(N(CC1)CC1(CCN(CC1)C1=CC(=NC=C1)C)NC(=O)OCC)=O (4-(6-Chloronaphthalene-2-sulfonyl)-1-{[4-ethoxycarbonylamino-1-(2-methyl-4-pyridyl)-4-piperidinyl]methyl}-2-piperazinone), Cl (hydrochloric acid). The solvent is C(C)(=O)OCC (ethyl acetate), C(C)(=O)OCC (ethyl acetate). Yields the product Cl.ClC=1C=C2C=CC(=CC2=CC1)S(=O)(=O)N1CC(N(CC1)CC1(CCN(CC1)C1=CC(=NC=C1)C)NC(=O)OCC)=O (4-(6-Chloronaphthalene-2-sulfonyl)-1-{[4-ethoxycarbonylamino-1-(2-methyl-4-pyridyl)-4-piperidinyl]methyl}-2-piperazinone hydrochloride). The yield is 157.9%. RXN SMILES: [Cl:1][C:2]1[CH:3]=[C:4]2[C:9](=[CH:10][CH:11]=1)[CH:8]=[C:7]([S:12]([N:15]1[CH2:20][CH2:19][N:18]([CH2:21][C:22]3([NH:35][C:36]([O:38][CH2:39][CH3:40])=[O:37])[CH2:27][CH2:26][N:25]([C:28]4[CH:33]=[CH:32][N:31]=[C:30]([CH3:34])[CH:29]=4)[CH2:24][CH2:23]3)[C:17](=[O:41])[CH2:16]1)(=[O:14])=[O:13])[CH:6]=[CH:5]2.Cl>C(OCC)(=O)C>[ClH:1].[Cl:1][C:2]1[CH:3]=[C:4]2[C:9](=[CH:10][CH:11]=1)[CH:8]=[C:7]([S:12]([N:15]1[CH2:20][CH2:19][N:18]([CH2:21][C:22]3([NH:35][C:36]([O:38][CH2:39][CH3:40])=[O:37])[CH2:27][CH2:26][N:25]([C:28]4[CH:33]=[CH:32][N:31]=[C:30]([CH3:34])[CH:29]=4)[CH2:24][CH2:23]3)[C:17](=[O:41])[CH2:16]1)(=[O:14])=[O:13])[CH:6]=[CH:5]2 |f:3.4|. Reported procedure: 4-(6-Chloronaphthalene-2-sulfonyl)-1-{[4-ethoxycarbonylamino-1-(2-methyl-4-pyridyl)-4-piperidinyl]methyl}-2-piperazinone (215 mg) was suspended in ethyl acetate (10 ml), a 4N hydrochloric acid solution in ethyl acetate (0.3 ml) was added, and the resulting crystals were filtered off to obtain the title compound (180 mg) as colorless powders. Starting materials: CN(C(=O)C1=CC2=CC=CC=3N2C1=C(C3CC)C3=CC=C(C=C3)O)C (4-Ethyl-3-(4-hydroxyphenyl)pyrrolo[2,1,5-cd]indolizine-2-carboxylic acid dimethylamide), [H-].[Al+3].[Li+].[H-].[H-].[H-] (Lithium aluminium hydride). Reaction SMILES: [CH3:1][N:2]([CH3:25])[C:3]([C:5]1[C:13]2=[C:14]([C:18]3[CH:23]=[CH:22][C:21]([OH:24])=[CH:20][CH:19]=3)[C:15]([CH2:16][CH3:17])=[C:11]3[N:12]2[C:7](=[CH:8][CH:9]=[CH:10]3)[CH:6]=1)=O.[H-].[Al+3].[Li+].[H-].[H-].[H-]>O1CCCC1>[CH3:1][N:2]([CH2:3][C:5]1[CH:6]=[C:7]2[CH:8]=[CH:9][CH:10]=[C:11]3[N:12]2[C:13]=1[C:14]([C:18]1[CH:23]=[CH:22][C:21]([OH:24])=[CH:20][CH:19]=1)=[C:15]3[CH2:16][CH3:17])[CH3:25] |f:1.2.3.4.5.6|. Product: CN(C)CC=1C=C2N3C1C(=C(C3=CC=C2)CC)C2=CC=C(C=C2)O (3-Dimethylaminomethyl-1-ethyl-2-(4-hydroxyphenyl)pyrrolo[2,1,5-cd]indolizine). Run at time 0.5 hour. The yield is 53.5%. Solvent: O1CCCC1 (tetrahydofurane). Procedure details: 4-Ethyl-3-(4-hydroxyphenyl)pyrrolo[2,1,5-cd]indolizine-2-carboxylic acid dimethylamide (0.14 g, 0.37 mmol) was dissolved in 25 ml of dry tetrahydofurane under a nitrogen atmosphere. Lithium aluminium hydride (20 mg, 0.53 mmol) was added in portions and stirring was continued for 1/2 hours. The reaction mixture was quenched with 0.02 ml of water, 0.04 ml of a 2 M sodium hydroxide solution and then 0.04 ml of water again. The resulting precipitate was filtered off and washed with ethyl acetate. Th... Reactants: CCN(CC)S(F)(F)F, Cc1ccccc1, OCc1sc(-c2cccc(C(F)(F)F)c2)nc1COC1CCCCO1, O. Yields the product FCc1sc(-c2cccc(C(F)(F)F)c2)nc1COC1CCCCO1. Reaction SMILES: [CH2:26]([N:27]([S:28]([F:29])([F:30])[F:32])[CH2:31][CH3:33])[CH3:34].[CH3:36][c:37]1[cH:38][cH:39][cH:40][cH:41][cH:42]1.[O:1]1[CH:2]([O:7][CH2:8][c:9]2[n:10][c:11](-[c:16]3[cH:17][c:18]([C:22]([F:23])([F:24])[F:25])[cH:19][cH:20][cH:21]3)[s:12][c:13]2[CH2:14][OH:15])[CH2:3][CH2:4][CH2:5][CH2:6]1.[OH2:35]>>[O:1]1[CH:2]([O:7][CH2:8][c:9]2[n:10][c:11](-[c:16]3[cH:17][c:18]([C:22]([F:23])([F:24])[F:25])[cH:19][cH:20][cH:21]3)[s:12][c:13]2[CH2:14][F:32])[CH2:3][CH2:4][CH2:5][CH2:6]1. The reagents and catalysts are CC=1C=CC(=CC1)S(=O)(=O)O (p-TsOH). As a reaction SMILES: [CH:1]1([C@H:7]([OH:20])[CH2:8][CH2:9][C@@H:10]2[C@@H:17]3[C@@H:13]([O:14][C:15](=[O:18])[CH2:16]3)[CH2:12][C@H:11]2[OH:19])[CH2:6][CH2:5][CH2:4][CH2:3][CH2:2]1.[O:21]1[CH:26]=[CH:25][CH2:24][CH2:23][CH2:22]1>C(Cl)Cl.CC1C=CC(S(O)(=O)=O)=CC=1>[CH:1]1([C@H:7]([O:20][CH:22]2[CH2:23][CH2:24][CH2:25][CH2:26][O:21]2)[CH2:8][CH2:9][C@@H:10]2[C@@H:17]3[C@@H:13]([O:14][C:15](=[O:18])[CH2:16]3)[CH2:12][C@H:11]2[O:19][CH:26]2[CH2:25][CH2:24][CH2:23][CH2:22][O:21]2)[CH2:6][CH2:5][CH2:4][CH2:3][CH2:2]1. The solvent is C(Cl)Cl (CH2Cl2). The reactants are C1(CCCCC1)[C@@H](CC[C@H]1[C@@H](C[C@@H]2OC(C[C@@H]21)=O)O)O ((3aR, 4R, 5R, 6aS)-4-[(3R)-3-Cyclohexyl-3-hydroxypropyl]-hexahydro-5-hydroxy-2H-cyclopenta[b]furan-2-one), O1CCCC=C1 (dihydropyran). Product: C1(CCCCC1)[C@@H](CC[C@H]1[C@@H](C[C@@H]2OC(C[C@@H]21)=O)OC2OCCCC2)OC2OCCCC2 ((3aR, 4R, 5R, 6aS)-4-[(3R)-3-Cyclohexyl-3-(tetrahydropyran-2-yloxy)propyl]-hexahydro-5-(tetrahydropyran-2-yloxy)-2H-cyclopenta[b]furan-2-one). Conditions: temperature 0 celsius, time 30 minute. Procedure: A solution of the diol 7 (6.0 g, 21.2 mmol) and dihydropyran (7.80 mL, 84.8 mmol) in CH2Cl2 (100 mL) was cooled to 0° C. A catalytic amount of p-TsOH (0.05 g, 0.26 mmol) was added and the mixture was stirred for 30 min at 0° C. The reaction was then quenched by adding sat. aqueous NaHCO3 (10 mL). Layers were separated and the aqueous phase was extracted with 2×25 mL of CH2Cl2. Combined organic layers were dried over anhydrous K2CO3, filtered and concentrated to afford a colorless oil which was p... Isolated yield 89.9%.